From a dataset of the Open Reaction Database (ORD), a public repository of structured organic reaction records. describe an organic reaction: reactants, conditions, products, and yield Reactants: C1(CC1)C1=C(CN2C(C=CC3=C2N=C(N=C3)SC)=O)C=CC=C1 (8-(2-cyclopropylbenzyl)-2-(methylthio)pyrido[2,3-d]pyrimidin-7(8H)-one), ClC1=CC(=CC=C1)C(=O)OO (3-chloroperbenzoic acid). Solvent: ClCCl (dichloromethane), ClCCl (dichloromethane). Run at time 18 hour. Yields the product C1(CC1)C1=C(CN2C(C=CC3=C2N=C(N=C3)S(=O)C)=O)C=CC=C1 (8-(2-cyclopropylbenzyl)-2-(methylsulfinyl)pyrido[2,3-d]pyrimidin-7(8H)-one). The yield is 85.2%. As a reaction SMILES: [CH:1]1([C:4]2[CH:23]=[CH:22][CH:21]=[CH:20][C:5]=2[CH2:6][N:7]2[C:12]3[N:13]=[C:14]([S:17][CH3:18])[N:15]=[CH:16][C:11]=3[CH:10]=[CH:9][C:8]2=[O:19])[CH2:3][CH2:2]1.ClC1C=CC=C(C(OO)=[O:32])C=1>ClCCl>[CH:1]1([C:4]2[CH:23]=[CH:22][CH:21]=[CH:20][C:5]=2[CH2:6][N:7]2[C:12]3[N:13]=[C:14]([S:17]([CH3:18])=[O:32])[N:15]=[CH:16][C:11]=3[CH:10]=[CH:9][C:8]2=[O:19])[CH2:3][CH2:2]1. Procedure: To a solution of 8-(2-cyclopropylbenzyl)-2-(methylthio)pyrido[2,3-d]pyrimidin-7(8H)-one (88 mg, 0.27 mmol) in dichloromethane (1 mL) was added 3-chloroperbenzoic acid (70%, 67 mg, 0.27 mmol) at 0-5° C. and the mixture was stirred at room temperature for 18 h. After completion, it was diluted with dichloromethane (10 mL) and washed with saturated sodium bicarbonate solution (1×5 mL) then with water (1×5 mL). The organic layer was dried over sodium sulfate, filtered and evaporated to give 8-(2-cyc... The reactants are [Si](C)(C)(C(C)(C)C)OCC1=CC(=C2C(=N1)N(C(N2)=O)C2=C(C=C(C(=C2)SC(C)(C2=CC=CC=C2)C)OC)Cl)OC (5-(tert-butyldimethylsilyloxy)methyl-3-[2-chloro-4-methoxy-5-(1-methyl-1-phenylethylthio)phenyl]-7-methoxy-1,3-dihydro-2H-imidazo[4,5-b]pyridin-2-one), O.[F-].C(CCC)[N+](CCCC)(CCCC)CCCC (tetra(n-butyl)ammonium fluoride hydrate), Cl (hydrochloric acid). Run in O1CCCC1 (tetrahydrofuran). Run at time 5 hour. Yields the product ClC1=C(C=C(C(=C1)OC)SC(C)(C1=CC=CC=C1)C)N1C(NC=2C1=NC(=CC2OC)CO)=O (3-[2-Chloro-4-methoxy-5-(1-methyl-1-phenylethylthio)phenyl]-5-hydroxymethyl-7-methoxy-1,3-dihydro-2H-imidazo[4,5-b]pyridin-2-one). The yield is 51.5%. Reaction SMILES: [Si]([O:8][CH2:9][C:10]1[N:15]=[C:14]2[N:16]([C:20]3[CH:25]=[C:24]([S:26][C:27]([CH3:35])([C:29]4[CH:34]=[CH:33][CH:32]=[CH:31][CH:30]=4)[CH3:28])[C:23]([O:36][CH3:37])=[CH:22][C:21]=3[Cl:38])[C:17](=[O:19])[NH:18][C:13]2=[C:12]([O:39][CH3:40])[CH:11]=1)(C(C)(C)C)(C)C.O.[F-].C([N+](CCCC)(CCCC)CCCC)CCC.Cl>O1CCCC1>[Cl:38][C:21]1[CH:22]=[C:23]([O:36][CH3:37])[C:24]([S:26][C:27]([CH3:35])([C:29]2[CH:34]=[CH:33][CH:32]=[CH:31][CH:30]=2)[CH3:28])=[CH:25][C:20]=1[N:16]1[C:14]2=[N:15][C:10]([CH2:9][OH:8])=[CH:11][C:12]([O:39][CH3:40])=[C:13]2[NH:18][C:17]1=[O:19] |f:1.2.3|. Procedure details: To a solution of 5-(tert-butyldimethylsilyloxy)methyl-3-[2-chloro-4-methoxy-5-(1-methyl-1-phenylethylthio)phenyl]-7-methoxy-1,3-dihydro-2H-imidazo[4,5-b]pyridin-2-one (24 mg) in tetrahydrofuran (2 mL) was added tetra(n-butyl)ammonium fluoride hydrate (31 mg), and the mixture was stirred at room temperature for 5 hours. The reaction mixture was poured into 0.5 mol/L hydrochloric acid, and the resulting mixture was extracted with ethyl acetate. The extract was washed with brine, and dried over anh... RXN SMILES: [Br:12][CH2:13][c:14]1[cH:15][cH:16][cH:17][cH:18][cH:19]1.[C:20]([CH3:21])([CH3:22])([CH3:23])[O:24][C:25](=[O:26])[NH:27][CH2:28][CH2:29][CH2:30][CH2:31][CH2:32][C:33](=[O:34])[OH:35].[CH2:1]1[CH2:2][CH2:3][C:4]2=[N:9][CH2:8][CH2:7][CH2:6][N:5]2[CH2:10][CH2:11]1.[Cl:36][CH2:37][Cl:38]>>[CH2:13]([c:14]1[cH:15][cH:16][cH:17][cH:18][cH:19]1)[O:35][C:33]([CH2:32][CH2:31][CH2:30][CH2:29][CH2:28][NH:27][C:25]([O:24][C:20]([CH3:21])([CH3:22])[CH3:23])=[O:26])=[O:34]. Product: CC(C)(C)OC(=O)NCCCCCC(=O)OCc1ccccc1. Starting materials: BrCc1ccccc1, CC(C)(C)OC(=O)NCCCCCC(=O)O, C1CCC2=NCCCN2CC1, ClCCl. Starting materials: I.CSC(NC1=C(C=CC=C1)N1CCOCC1)=N (2-methyl-1-(2-morpholinophenyl)-2-thiopseudourea hydroiodide), CC(CN)N (2-methylethylenediamine). Solvent: C(C)O (ethanol). The product is CC1NC(NC1)=NC1=C(C=CC=C1)N1CCOCC1 (4-[2-(4-methyl-2-imidazolidinylideneamino)phenyl]morpholine). RXN SMILES: I.CS[C:4](=[NH:18])[NH:5][C:6]1[CH:11]=[CH:10][CH:9]=[CH:8][C:7]=1[N:12]1[CH2:17][CH2:16][O:15][CH2:14][CH2:13]1.[CH3:19][CH:20]([NH2:23])[CH2:21]N>C(O)C>[CH3:19][CH:20]1[CH2:21][NH:18][C:4](=[N:5][C:6]2[CH:11]=[CH:10][CH:9]=[CH:8][C:7]=2[N:12]2[CH2:17][CH2:16][O:15][CH2:14][CH2:13]2)[NH:23]1 |f:0.1|. Procedure details: A mixture of 2-methyl-1-(2-morpholinophenyl)-2-thiopseudourea hydroiodide (3.8 g prepared as described in Example 166), 2-methylethylenediamine (2.2 g) and ethanol (45 ml) was heated under reflux for 8 hours to give a solid which was recrystallised from ethyl acetate to give 4-[2-(4-methyl-2-imidazolidinylideneamino)phenyl]morpholine (m.p. 173°-174° C.). Reactants: NC=1C=CC(=C(C1)[C@]1(N=C(OC(C1(F)F)(C)C)N)C)F ((R)-4-(5-amino-2-fluoro-phenyl)-5,5-difluoro-4,6,6-trimethyl-5,6-dihydro-4H-[1,3]oxazin-2-ylamine), C1(CC1)COC1=NC=C(C(=O)O)C=C1 (6-cyclopropylmethoxy-nicotinic acid). The product is NC=1OC(C([C@@](N1)(C)C=1C=C(C=CC1F)NC(C1=CN=C(C=C1)OCC1CC1)=O)(F)F)(C)C (N-[3-((R)-2-Amino-5,5-difluoro-4,6,6-trimethyl-5,6-dihydro-4H-[1,3]oxazin-4-yl)-4-fluoro-phenyl]-6-cyclopropylmethoxy-nicotinamide). As a reaction SMILES: [NH2:1][C:2]1[CH:3]=[CH:4][C:5]([F:20])=[C:6]([C@:8]2([CH3:19])[C:13]([F:15])([F:14])[C:12]([CH3:17])([CH3:16])[O:11][C:10]([NH2:18])=[N:9]2)[CH:7]=1.[CH:21]1([CH2:24][O:25][C:26]2[CH:34]=[CH:33][C:29]([C:30](O)=[O:31])=[CH:28][N:27]=2)[CH2:23][CH2:22]1>>[NH2:18][C:10]1[O:11][C:12]([CH3:16])([CH3:17])[C:13]([F:14])([F:15])[C@:8]([C:6]2[CH:7]=[C:2]([NH:1][C:30](=[O:31])[C:29]3[CH:33]=[CH:34][C:26]([O:25][CH2:24][CH:21]4[CH2:22][CH2:23]4)=[N:27][CH:28]=3)[CH:3]=[CH:4][C:5]=2[F:20])([CH3:19])[N:9]=1. Reported procedure: The condensation of (R)-4-(5-amino-2-fluoro-phenyl)-5,5-difluoro-4,6,6-trimethyl-5,6-dihydro-4H-[1,3]oxazin-2-ylamine (intermediate XI-2) and 6-cyclopropylmethoxy-nicotinic acid (CAS1019546-29-2, WO2008130320) following procedure I yielded the title compound as a light yellow solid. MS (ISP): m/z=463.2 [M+H]+. Starting materials: ClC1=C(C=C(C=C1)Cl)S(=O)(=O)NC=1C=C(C(=O)NC2=CC=C(C(=O)O)C=C2)C=C(C1OC)OC (4-[3-(2,5-Dichloro-benzenesulfonylamino)-4,5-dimethoxy-benzoylamino]-benzoic acid), ClC1=C(C=C(C=C1)Cl)S(=O)(=O)Cl (2,5-dichloro-benzenesulfonyl chloride). Yields the product C(C)OC(C1=CC=C(C=C1)NC(C1=CC(=C(C(=C1)OC)OC)NS(=O)(=O)C1=C(C=CC(=C1)Cl)Cl)=O)=O (4-[3-(2,5-dichloro-benzenesulfonylamino)-4,5-dimethoxy-benzoylamino]-benzoic acid ethyl ester). As a reaction SMILES: [Cl:1][C:2]1[CH:7]=[CH:6][C:5]([Cl:8])=[CH:4][C:3]=1[S:9]([NH:12][C:13]1[CH:14]=[C:15]([CH:28]=[C:29]([O:33][CH3:34])[C:30]=1[O:31][CH3:32])[C:16]([NH:18][C:19]1[CH:27]=[CH:26][C:22]([C:23]([OH:25])=[O:24])=[CH:21][CH:20]=1)=[O:17])(=[O:11])=[O:10].Cl[C:36]1C=CC(Cl)=C[C:37]=1S(Cl)(=O)=O>>[CH2:36]([O:24][C:23](=[O:25])[C:22]1[CH:21]=[CH:20][C:19]([NH:18][C:16](=[O:17])[C:15]2[CH:28]=[C:29]([O:33][CH3:34])[C:30]([O:31][CH3:32])=[C:13]([NH:12][S:9]([C:3]3[CH:4]=[C:5]([Cl:8])[CH:6]=[CH:7][C:2]=3[Cl:1])(=[O:11])=[O:10])[CH:14]=2)=[CH:27][CH:26]=1)[CH3:37]. Procedure: 4-[3-(2,5-Dichloro-benzenesulfonylamino)-4,5-dimethoxy-benzoylamino]-benzoic acid, MS (ISP): m/e=523.1 (M−H), was prepared in analogy to example 31, steps A to D. Step C was performed using 2,5-dichloro-benzenesulfonyl chloride and yielded 4-[3-(2,5-dichloro-benzenesulfonylamino)-4,5-dimethoxy-benzoylamino]-benzoic acid ethyl ester, which was hydrolyzed in step D. Isolated yield 66.1%. The solvent is O (water). Reactants: ice water, O1CCCC1 (tetrahydrofuran), NC1=C(C(=O)O)C=CC(=C1)Cl (2-amino-4-chlorobenzoic acid), O1CCCC1 (THF), ClC1=CC=C(C=C1)S(=O)(=O)N=C=O (4-chlorobenzenesulfonylisocyanate), C1=CN(C=N1)C(=O)N2C=CN=C2 (CDI). As a reaction SMILES: O1CCCC1.[Cl:6][C:7]1[CH:12]=[CH:11][C:10]([S:13]([N:16]=[C:17]=[O:18])(=[O:15])=[O:14])=[CH:9][CH:8]=1.[NH2:19][C:20]1[CH:28]=[C:27]([Cl:29])[CH:26]=[CH:25][C:21]=1[C:22]([OH:24])=O.C1N=CN(C(N2C=NC=C2)=O)C=1>O>[Cl:29][C:27]1[CH:28]=[C:20]2[C:21]([C:22](=[O:24])[N:16]([S:13]([C:10]3[CH:11]=[CH:12][C:7]([Cl:6])=[CH:8][CH:9]=3)(=[O:14])=[O:15])[C:17](=[O:18])[NH:19]2)=[CH:25][CH:26]=1. Reaction conditions: time 2 hour. The product is ClC1=CC=C2C(N(C(NC2=C1)=O)S(=O)(=O)C1=CC=C(C=C1)Cl)=O (7-chloro-3-(-4-chlorobenzenesulfonyl)-2,4(1H,3H)-quinazolinedione). Procedure details: Following Synthesis Method (A), into 200 ml of anhydrous tetrahydrofuran (hereinafter referred to as THF) was dissolved 4.90 g (22.5 mmol) of 4-chlorobenzenesulfonylisocyanate, then 3.51 g (20.5 mmol) of 2-amino-4-chlorobenzoic acid was added and the mixture was stirred at room temperature for two hours. The reaction solution was cooled by ice water, then 3.98 g (24.55 mmol) of CDI was added and the mixture was stirred under ice cooling for 30 minutes. An excess amount of water was poured into t... Starting materials: FC=1C=CC(=C(OC(C(=O)O)C)C1)NC=1C2=C(N=CN1)SC(=C2C)C(=O)OC (2-(5-fluoro-2-(6-(methoxycarbonyl)-5-methylthieno[2,3-d]pyrimidin-4-ylamino)phenoxy)propanoic acid), CN(CCN)C (2-dimethylaminoethylamine). Product: CN(CCNC(C(C)OC1=C(C=CC(=C1)F)NC=1C2=C(N=CN1)SC(=C2C)C(=O)OC)=O)C (Methyl 4-(2-(1-(2-(dimethylamino)ethylamino)-1-oxopropan-2-yloxy)-4-fluorophenylamino)-5-methyl-thieno[2,3-d]pyrimidine-6-carboxylate). As a reaction SMILES: [F:1][C:2]1[CH:3]=[CH:4][C:5]([NH:14][C:15]2[C:16]3[C:23]([CH3:24])=[C:22]([C:25]([O:27][CH3:28])=[O:26])[S:21][C:17]=3[N:18]=[CH:19][N:20]=2)=[C:6]([CH:13]=1)[O:7][CH:8]([CH3:12])[C:9](O)=[O:10].[CH3:29][N:30]([CH3:34])[CH2:31][CH2:32][NH2:33]>>[CH3:29][N:30]([CH3:34])[CH2:31][CH2:32][NH:33][C:9](=[O:10])[CH:8]([O:7][C:6]1[CH:13]=[C:2]([F:1])[CH:3]=[CH:4][C:5]=1[NH:14][C:15]1[C:16]2[C:23]([CH3:24])=[C:22]([C:25]([O:27][CH3:28])=[O:26])[S:21][C:17]=2[N:18]=[CH:19][N:20]=1)[CH3:12]. Procedure: Prepared analogously to example 32.3 from 2-(5-fluoro-2-(6-(methoxycarbonyl)-5-methylthieno[2,3-d]pyrimidin-4-ylamino)phenoxy)propanoic acid (200 mg) and 2-dimethylaminoethylamine (70 μl) Starting materials: N (ammonia), 9, C(C)O (ethanol), ClP(C1=CC=CC=C1)C1=CC=CC=C1 (chloro(diphenyl)phosphine). Product: C1(=CC=CC=C1)P(OCC)C1=CC=CC=C1 (ethyl diphenylphosphinite). Yield: 83.0%. As a reaction SMILES: N.Cl[P:3]([C:10]1[CH:15]=[CH:14][CH:13]=[CH:12][CH:11]=1)[C:4]1[CH:9]=[CH:8][CH:7]=[CH:6][CH:5]=1.[CH2:16]([OH:18])[CH3:17]>>[C:4]1([P:3]([C:10]2[CH:15]=[CH:14][CH:13]=[CH:12][CH:11]=2)[O:18][CH2:16][CH3:17])[CH:9]=[CH:8][CH:7]=[CH:6][CH:5]=1. Procedure: 330 9 (7.17 mol) of absolute ethanol are cooled to -15° C. under a nitrogen atmosphere. 18 g (1.06 mol) of ammonia gas are then introduced at this temperature. 200 g (0.907 mol) of chloro(diphenyl)phosphine are then added dropwise at this temperature in one hour. The mixture is then allowed to come to room temperature with stirring and is stirred for a further 3.5 hours. The mixture is then cooled, filtered by suction and washed with ethanol. The filtrate is freed from ethanol and any ammonia pr...